From a dataset of the Open Reaction Database (ORD), a public repository of structured organic reaction records. describe an organic reaction: reactants, conditions, products, and yield Starting materials: [N+](=O)([O-])C1=CC=C(C=O)C=C1 (4-nitrobenzaldehyde), C(C)OC(C=CC1=CC=C(C=C1)[N+](=O)[O-])=O (3-(4-nitrophenyl)propenoic acid ethyl ester). The product is C(C)OC(C=CC1=CC=C(C=C1)N)=O (3-(4-aminophenyl)propenoic acid ethyl ester). RXN SMILES: [N+](C1C=CC(C=O)=CC=1)([O-])=O.[CH2:12]([O:14][C:15](=[O:27])[CH:16]=[CH:17][C:18]1[CH:23]=[CH:22][C:21]([N+:24]([O-])=O)=[CH:20][CH:19]=1)[CH3:13]>>[CH2:12]([O:14][C:15](=[O:27])[CH:16]=[CH:17][C:18]1[CH:19]=[CH:20][C:21]([NH2:24])=[CH:22][CH:23]=1)[CH3:13]. Procedure details: The above approach could be used to convert 4-nitrobenzaldehyde (Aldrich) into 3-(4-nitrophenyl)propenoic acid ethyl ester. The latter compound could be reduced (J. Am. Chem. Soc., 1944, 66, 1442) to give 3-(4-aminophenyl)propenoic acid ethyl ester. Reaction of (4-aminophenyl)-propenoic acid ethyl ester with an omega-haloalkyl-isocyanate provides an 4-(omega-haloalkylaminocarbonyl)aminophenyl)propenoic acid ethyl ester (see., Khim. Farm. Zh. 1984, 18(12), 1432-1436). The latter compound can be r... Reactants: C1CCOC1, [Li]CCCC, C[P+](c1ccccc1)(c1ccccc1)c1ccccc1, [Cl-], CCCn1c(=O)c2nc(C34CCC(C=O)(CC3)CC4)[nH]c2n(CCC)c1=O. Product: C=CC12CCC(c3nc4c(=O)n(CCC)c(=O)n(CCC)c4[nH]3)(CC1)CC2. Reaction SMILES: [CH2:54]1[O:55][CH2:56][CH2:57][CH2:58]1.[CH3:22][CH2:23][CH2:24][CH2:25][Li:26].[CH3:2][P+:3]([c:4]1[cH:5][cH:6][cH:7][cH:8][cH:9]1)([c:10]1[cH:11][cH:12][cH:13][cH:14][cH:15]1)[c:16]1[cH:17][cH:18][cH:19][cH:20][cH:21]1.[Cl-:1].[O:27]=[c:28]1[n:29]([CH2:51][CH2:52][CH3:53])[c:30](=[O:50])[c:31]2[n:32][c:33]([C:40]34[CH2:41][CH2:42][C:43]([CH:48]=[O:49])([CH2:44][CH2:45]3)[CH2:46][CH2:47]4)[nH:34][c:35]2[n:36]1[CH2:37][CH2:38][CH3:39]>>[CH2:2]=[CH:48][C:43]12[CH2:42][CH2:41][C:40]([c:33]3[n:32][c:31]4[c:30](=[O:50])[n:29]([CH2:51][CH2:52][CH3:53])[c:28](=[O:27])[n:36]([CH2:37][CH2:38][CH3:39])[c:35]4[nH:34]3)([CH2:45][CH2:44]1)[CH2:47][CH2:46]2. Run at time 2 hour. Solvent: O (water), CN(C=O)C (N,N-dimethylformamide). Yields the product C(C=C)OC1=C(C=CC=C1)[N+](=O)[O-] (1-(allyloxy)-2-nitrobenzene). Reported procedure: To a solution of 2-nitrophenol (13.9 g, 100 mmol) in N,N-dimethylformamide (300 mL) was added with sodium hydride (4.2 g, 100 mmol 60%) followed by allyl bromide (13.3 g, 110 mmol) and the reaction was allowed to stir at room temperature for 2 hours The reaction mixture was diluted with water (500 mL) to dissolve any solids and extracted with ethyl acetate (3×250 mL). The combined organic layers were washed with water (4×500 mL), saturated aqueous sodium chloride (400 mL), dried (magnesium sulfa... The reactants are [N+](=O)([O-])C1=C(C=CC=C1)O (2-nitrophenol), [H-].[Na+] (sodium hydride), C(C=C)Br (allyl bromide). As a reaction SMILES: [N+:1]([C:4]1[CH:9]=[CH:8][CH:7]=[CH:6][C:5]=1[OH:10])([O-:3])=[O:2].[H-].[Na+].[CH2:13](Br)[CH:14]=[CH2:15]>CN(C)C=O.O>[CH2:15]([O:10][C:5]1[CH:6]=[CH:7][CH:8]=[CH:9][C:4]=1[N+:1]([O-:3])=[O:2])[CH:14]=[CH2:13] |f:1.2|. Reactants: BrC=1C(=C(C=NC1)C(N(S(=O)(=O)C)C)C1CC1)Cl (N-((5-bromo-4-chloropyridin-3-yl)(cyclopropyl)methyl)-N-methylmethanesulfonamide), ClC1=C(C#N)C=CC(=C1)B1OC(C(O1)(C)C)(C)C (2-chloro-4-(4,4,5,5-tetramethyl-1,3,2-dioxaborolan-2-yl)benzonitrile), C(Cl)Cl (CH2Cl2), C(=O)([O-])[O-].[Na+].[Na+] (Na2CO3). Reagents/catalysts: C1=CC=C(C=C1)P([C-]2C=CC=C2)C3=CC=CC=C3.C1=CC=C(C=C1)P([C-]2C=CC=C2)C3=CC=CC=C3.Cl[Pd]Cl.[Fe+2] (PdCl2(dppf)). Solvent: CN(C)C=O (DMF), O (water), O (water). The product is ClC1=C(C=NC=C1C1=CC(=C(C=C1)C#N)Cl)C(N(S(=O)(=O)C)C)C1CC1 (N-((4-chloro-5-(3-chloro-4-cyanophenyl)pyridin-3-yl)(cyclopropyl)methyl)-N-methylmethanesulfonamide). Reaction SMILES: Br[C:2]1[C:3]([Cl:18])=[C:4]([CH:8]([CH:15]2[CH2:17][CH2:16]2)[N:9]([CH3:14])[S:10]([CH3:13])(=[O:12])=[O:11])[CH:5]=[N:6][CH:7]=1.[Cl:19][C:20]1[CH:27]=[C:26](B2OC(C)(C)C(C)(C)O2)[CH:25]=[CH:24][C:21]=1[C:22]#[N:23].C(Cl)Cl.C([O-])([O-])=O.[Na+].[Na+]>CN(C=O)C.C1C=CC(P(C2C=CC=CC=2)[C-]2C=CC=C2)=CC=1.C1C=CC(P(C2C=CC=CC=2)[C-]2C=CC=C2)=CC=1.Cl[Pd]Cl.[Fe+2].O>[Cl:18][C:3]1[C:2]([C:26]2[CH:25]=[CH:24][C:21]([C:22]#[N:23])=[C:20]([Cl:19])[CH:27]=2)=[CH:7][N:6]=[CH:5][C:4]=1[CH:8]([CH:15]1[CH2:17][CH2:16]1)[N:9]([CH3:14])[S:10]([CH3:13])(=[O:12])=[O:11] |f:3.4.5,7.8.9.10|. Procedure details: To a solution of N-((5-bromo-4-chloropyridin-3-yl)(cyclopropyl)methyl)-N-methylmethanesulfonamide (1.03 g, 2.9 mmol) and 2-chloro-4-(4,4,5,5-tetramethyl-1,3,2-dioxaborolan-2-yl)benzonitrile (2.29 g, 8.7 mmol) in DMF (20 mL) was added PdCl2(dppf).CH2Cl2 (118 mg, 0.145 mmol) and 2M Na2CO3 in water (2.9 mL, 5.8 mmol), and the mixture was heated to 85° C. for 7 h. The mixture was cooled to room temperature, poured into water (100 mL), extracted with EtOAc (200 mL*3), washed with water (20 mL*3) and ... Reactants: C(C)(C)(C)NS(=O)(=O)C1=C(SC2=C1C=CC=C2)C(=O)[O-] (3-tert-butylaminosulfonylbenzothiophene-2-carboxylate), Cl (hydrogen chloride), CO (methanol). Yields the product NS(=O)(=O)C1=C(SC2=C1C=CC=C2)C(=O)OC (Methyl 3-Aminosulfonylbenzothiophene-2-carboxylate). Reaction SMILES: C([NH:5][S:6]([C:9]1[C:13]2[CH:14]=[CH:15][CH:16]=[CH:17][C:12]=2[S:11][C:10]=1[C:18]([O-:20])=[O:19])(=[O:8])=[O:7])(C)(C)C.Cl.[CH3:22]O>>[NH2:5][S:6]([C:9]1[C:13]2[CH:14]=[CH:15][CH:16]=[CH:17][C:12]=2[S:11][C:10]=1[C:18]([O:20][CH3:22])=[O:19])(=[O:8])=[O:7]. Procedure: A solution of 6 g of 3-tert-butylaminosulfonylbenzothiophene-2-carboxylate acid in 100 ml of methanol was saturated with anhydrous hydrogen chloride and then heated to reflux for three hours. The mixture was evaporated in vacuo to half of its volume and the residue poured into 200 g of ice and filtered to yield the desired product melting at 150°-154°. The infrared absorption spectrum shown by this material was qualitatively equivalent to that of the product of Example 4.